This data is from the Open Reaction Database (ORD), a public repository of structured organic reaction records. The task is: describe an organic reaction: reactants, conditions, products, and yield The reactants are ClC=1C=C(COC2=CC=C(C=C2)[C@@H](COC=2C=C(C#N)C=CC2F)O)C=CC1Cl (3-{(S)-2-[4-(3,4-Dichloro-benzyloxy)-phenyl]-2-hydroxy-ethoxy}-4-fluoro-benzonitrile), [H-].[Na+] (sodium hydride). Solvent: COCCOCCOC (diglyme), CN1CCCC1=O (NMP), CN1CCCC1=O (NMP), COCCOCCOC (diglyme). Yields the product ClC=1C=C(COC2=CC=C(C=C2)[C@H]2COC3=C(O2)C=CC(=C3)C#N)C=CC1Cl ((S)-2-[4-(3,4-Dichloro-benzyloxy)-phenyl]-2,3-dihydro-benzo[1,4]dioxine-6-carbonitrile). The yield is 54.4%. As a reaction SMILES: [Cl:1][C:2]1[CH:3]=[C:4]([CH:26]=[CH:27][C:28]=1[Cl:29])[CH2:5][O:6][C:7]1[CH:12]=[CH:11][C:10]([C@H:13]([OH:25])[CH2:14][O:15][C:16]2[CH:17]=[C:18]([CH:21]=[CH:22][C:23]=2F)[C:19]#[N:20])=[CH:9][CH:8]=1.[H-].[Na+]>CN1C(=O)CCC1.COCCOCCOC>[Cl:1][C:2]1[CH:3]=[C:4]([CH:26]=[CH:27][C:28]=1[Cl:29])[CH2:5][O:6][C:7]1[CH:12]=[CH:11][C:10]([C@@H:13]2[O:25][C:23]3[CH:22]=[CH:21][C:18]([C:19]#[N:20])=[CH:17][C:16]=3[O:15][CH2:14]2)=[CH:9][CH:8]=1 |f:1.2|. Procedure details: 3-{(S)-2-[4-(3,4-Dichloro-benzyloxy)-phenyl]-2-hydroxy-ethoxy}-4-fluoro-benzonitrile (28.9 g) was dissolved in 30 mL dry NMP and 270 mL dry diglyme under nitrogen and heated to 142° C. internal temperature. A suspension of sodium hydride (2.676 g of 60% NaH in mineral oil) in 6 mL of dry NMP and 54 mL of dry diglyme was added all at once via cannula while stirring. After 15 min the reaction was removed from heating and cooled 5 min, then poured into ice/1 L EtOAc/0.5 L 1 N HCl. The layers were s... Reactants: NC1N=C(C2=C(N(C1=O)C(C)C)C=CC=C2)C2=C(C=CC=C2)F (3-amino-5-(2-fluoro-phenyl)-1-isopropyl-2-oxo-1,3-dihydro-2H-benzo[e][1,4]diazepine), N[C@H]1N=C(C2=C(N(C1=O)C)C=CC=C2)C2=CC=CC=C2 ((S)-3amino-1-methyl-5-phenyl-1,3-dihydro-2H-benzo[e][1,4]diazepin-2-one), ClC=1C=C(C[C@@H](C(=O)O)CC=C)C=CC1Cl ((2S)-2-(3,4dichlorobenzyl)-pent-4-enoic acid). The product is FC1=C(C=CC=C1)C=1C2=C(N(C(C(N1)NC([C@@H](CC=C)CC1=CC(=C(C=C1)Cl)Cl)=O)=O)C(C)C)C=CC=C2 ((2S)-2-(3,4Dichlorobenzyl)-pent4enoic acid [5-(2-fluoro-phenyl)-1-isopropyl-2-oxo-2,3-dihydro-1H-benzo[e][1,4]diazepin-3-yl]-amide). As a reaction SMILES: [NH2:1][CH:2]1[C:8](=[O:9])[N:7]([CH:10]([CH3:12])[CH3:11])[C:6]2[CH:13]=[CH:14][CH:15]=[CH:16][C:5]=2[C:4]([C:17]2[CH:22]=[CH:21][CH:20]=[CH:19][C:18]=2[F:23])=[N:3]1.N[C@@H]1C(=O)N(C)C2C=CC=CC=2C(C2C=CC=CC=2)=N1.[Cl:44][C:45]1[CH:46]=[C:47]([CH:56]=[CH:57][C:58]=1[Cl:59])[CH2:48][C@H:49]([CH2:53][CH:54]=[CH2:55])[C:50](O)=[O:51]>>[F:23][C:18]1[CH:19]=[CH:20][CH:21]=[CH:22][C:17]=1[C:4]1[C:5]2[CH:16]=[CH:15][CH:14]=[CH:13][C:6]=2[N:7]([CH:10]([CH3:12])[CH3:11])[C:8](=[O:9])[CH:2]([NH:1][C:50](=[O:51])[C@H:49]([CH2:48][C:47]2[CH:56]=[CH:57][C:58]([Cl:59])=[C:45]([Cl:44])[CH:46]=2)[CH2:53][CH:54]=[CH2:55])[N:3]=1. Procedure details: Prepared from 3-amino-5-(2-fluoro-phenyl)-1-isopropyl-2-oxo-1,3-dihydro-2H-benzo[e][1,4]diazepine [available in an analogous fashion to (S)-3amino-1-methyl-5-phenyl-1,3-dihydro-2H-benzo[e][1,4]diazepin-2-one (i.e. J. Org. Chem. 1987, 52, 3232)] and (2S)-2-(3,4dichlorobenzyl)-pent-4-enoic acid using the procedure of Step 1E shown in Scheme 1. Starting materials: CCO, N#CCC#N, NCCC(=O)O, O=CCOCCc1ccccc1. RXN SMILES: [CH3:24][CH2:25][OH:26].[N:19]#[C:20][CH2:21][C:22]#[N:23].[NH2:1][CH2:2][CH2:3][C:4]([OH:5])=[O:6].[c:7]1([CH2:13][CH2:14][O:15][CH2:16][CH:17]=[O:18])[cH:8][cH:9][cH:10][cH:11][cH:12]1>>[c:7]1([CH2:13][CH2:14][O:15][CH2:16][CH:17]=[C:21]([C:20]#[N:19])[C:22]#[N:23])[cH:8][cH:9][cH:10][cH:11][cH:12]1. The product is N#CC(C#N)=CCOCCc1ccccc1. Starting materials: C(C)(C)(C)OC(N[C@@H](C(=O)N1CC(C1)F)COC)=O ([(R)-2-(3-fluoro-azetidin-1-yl)-1-methoxymethyl-2-oxo-ethyl]-carbamic acid tert-butyl ester), FC(C(=O)O)(F)F (trifluoroacetic acid). Run in ClCCl (dichloromethane). Run at temperature 0 celsius, time 3 hour. Yields the product FC(C(=O)O)(F)F.N[C@@H](C(=O)N1CC(C1)F)COC ((R)-2-amino-1-(3-fluoro-azetidin-1-yl)-3-methoxy-propan-1-one trifluoroacetate). As a reaction SMILES: C(OC(=O)[NH:7][C@H:8]([CH2:16][O:17][CH3:18])[C:9]([N:11]1[CH2:14][CH:13]([F:15])[CH2:12]1)=[O:10])(C)(C)C.[F:20][C:21]([F:26])([F:25])[C:22]([OH:24])=[O:23]>ClCCl>[F:20][C:21]([F:26])([F:25])[C:22]([OH:24])=[O:23].[NH2:7][C@H:8]([CH2:16][O:17][CH3:18])[C:9]([N:11]1[CH2:14][CH:13]([F:15])[CH2:12]1)=[O:10] |f:3.4|. Procedure details: In a 25 mL round-bottomed flask, [(R)-2-(3-fluoro-azetidin-1-yl)-1-methoxymethyl-2-oxo-ethyl]-carbamic acid tert-butyl ester (265 mg, 0.96 mmol) was dissolved in dichloromethane (5 ml). The reaction was cooled to 0° C. and trifluoroacetic acid (1.5 ml, 19.5 mmol) was slowly added. The reaction mixture was stirred at room temperature for 3 h then concentrated to provide (R)-2-amino-1-(3-fluoro-azetidin-1-yl)-3-methoxy-propan-1-one trifluoroacetate as a colorless viscous oil which was used without... Starting materials: OC[C@H]1N(CSC1)C (4(R)-hydroxymethyl-3-methyl-1,3-thiazolidine), C1(=CC=C(C=C1)S(=O)(=O)OC)C (methyl p-toluenesulfonate). Product: C1(=CC=C(C=C1)S(=O)(=O)[O-])C.C[N+]1(CSC[C@H]1CO)C (3,3-Dimethyl-4(R)-hydroxymethyl-1,3-thiazolidinium p-toluenesulfonate). Isolated yield 171.8%. As a reaction SMILES: [OH:1][CH2:2][C@@H:3]1[CH2:7][S:6][CH2:5][N:4]1[CH3:8].[C:9]1([CH3:20])[CH:14]=[CH:13][C:12]([S:15]([O:18]C)(=[O:17])=[O:16])=[CH:11][CH:10]=1>>[C:9]1([CH3:20])[CH:10]=[CH:11][C:12]([S:15]([O-:18])(=[O:16])=[O:17])=[CH:13][CH:14]=1.[CH3:8][N+:4]1([CH3:9])[C@H:3]([CH2:2][OH:1])[CH2:7][S:6][CH2:5]1 |f:2.3|. Procedure details: The procedures of Reference Example 10 were repeated using 520 mg of 4(R)-hydroxymethyl-3-methyl-1,3-thiazolidine and 726 mg of methyl p-toluenesulfonate to give 1070 mg of the desired compound as a white crystalline product. The reactants are NC1=NC=CC(=C1)C=1C=C(C=CC1)C(CCN1CCOCC1)=O (1-[3-(2-Amino-pyridin-4-yl)-phenyl]-3-morpholin-4-yl-propan-1-one), C(C1=CC=CC=C1)(=O)N (benzamide). Yields the product C(C)(=O)C=1C=C(C=CC1)C1=CC(=NC=C1)NC(C1=CC=C(C=C1)C(C)(C)C)=O (N-[4-(3-Acetyl-phenyl)-pyridin-2-yl]-4-tert-butyl-benzamide). Reaction SMILES: [NH2:1][C:2]1[CH:7]=[C:6]([C:8]2[CH:9]=[C:10]([C:14](=[O:23])[CH2:15]CN3CCOCC3)[CH:11]=[CH:12][CH:13]=2)[CH:5]=[CH:4][N:3]=1.[C:24](N)(=[O:31])[C:25]1[CH:30]=[CH:29][CH:28]=[CH:27][CH:26]=1>>[C:14]([C:10]1[CH:9]=[C:8]([C:6]2[CH:5]=[CH:4][N:3]=[C:2]([NH:1][C:24](=[O:31])[C:25]3[CH:30]=[CH:29][C:28]([C:6]([CH3:8])([CH3:7])[CH3:5])=[CH:27][CH:26]=3)[CH:7]=2)[CH:13]=[CH:12][CH:11]=1)(=[O:23])[CH3:15]. Procedure details: According to the same procedure for the preparation of 1-[3-(2-Amino-pyridin-4-yl)-phenyl]-3-morpholin-4-yl-propan-1-one, 4-tert-Butyl-N-{4-3-(3-morpholin-4-yl-propionyl)-phenyl]-pyridin-2-yl}-benzamide (12 mg, 30%) was obtained from N-[4-(3-Acetyl-phenyl)-pyridin-2-yl]-4-tert-butyl-benzamide (36 mg, 0.1 mmol). MS: m/z 472.3 [MH+]. RXN SMILES: [C:28]([CH3:29])([CH3:30])([CH3:31])[O:32][C:33]([NH:34][c:35]1[c:36]([NH2:43])[cH:37][c:38]([F:42])[c:39]([F:41])[cH:40]1)=[O:44].[C:45]([O:46][CH2:47][CH3:48])(=[O:49])[CH3:50].[CH3:51][CH2:52][CH2:53][CH2:54][CH2:55][CH2:56][CH3:57].[Cl:1][c:2]1[c:3]([O:4][c:5]2[c:6]([C:11](=[O:12])[N:13]3[c:14]4[c:15]([cH:16][cH:17][cH:18][cH:19]4)[CH2:20][CH2:21][CH2:22]3)[cH:7][n:8][cH:9][cH:10]2)[cH:23][c:24]([Cl:27])[cH:25][cH:26]1>>[Cl:1][c:2]1[c:3]([O:4][c:5]2[c:6]([C:11](=[O:12])[NH:43][c:36]3[c:35]([NH:34][C:33]([O:32][C:28]([CH3:29])([CH3:30])[CH3:31])=[O:44])[cH:40][c:39]([F:41])[c:38]([F:42])[cH:37]3)[cH:7][n:8][cH:9][cH:10]2)[cH:23][c:24]([Cl:27])[cH:25][cH:26]1. Product: CC(C)(C)OC(=O)Nc1cc(F)c(F)cc1NC(=O)c1cnccc1Oc1cc(Cl)ccc1Cl. Starting materials: CC(C)(C)OC(=O)Nc1cc(F)c(F)cc1N, CCOC(C)=O, CCCCCCC, O=C(c1cnccc1Oc1cc(Cl)ccc1Cl)N1CCCc2ccccc21. The reactants are C(C)(C)(C)OC(=O)N1CCNCCC1 ([1,4]diazepane-1-carboxylic acid tert-butyl ester), BrC1=C(C=CC=C1)OC (2-bromoanisole), (±)-BINAP, CC(C)(C)[O-].[Na+] (NaOt-Bu). The reagents and catalysts are C=1C=CC(=CC1)/C=C/C(=O)/C=C/C2=CC=CC=C2.C=1C=CC(=CC1)/C=C/C(=O)/C=C/C2=CC=CC=C2.C=1C=CC(=CC1)/C=C/C(=O)/C=C/C2=CC=CC=C2.[Pd].[Pd] (Pd2dba3). Run in C1(=CC=CC=C1)C (toluene). Reaction conditions: temperature 80 celsius. Yields the product C(C)(C)(C)OC(=O)N1CCN(CCC1)C1=C(C=CC=C1)OC (4-(2-Methoxy-phenyl)-[1,4]diazepane-1-carboxylic acid tert-butyl ester). Yield: 89.0%. Reaction SMILES: [C:1]([O:5][C:6]([N:8]1[CH2:14][CH2:13][CH2:12][NH:11][CH2:10][CH2:9]1)=[O:7])([CH3:4])([CH3:3])[CH3:2].Br[C:16]1[CH:21]=[CH:20][CH:19]=[CH:18][C:17]=1[O:22][CH3:23].CC([O-])(C)C.[Na+]>C1C=CC(/C=C/C(/C=C/C2C=CC=CC=2)=O)=CC=1.C1C=CC(/C=C/C(/C=C/C2C=CC=CC=2)=O)=CC=1.C1C=CC(/C=C/C(/C=C/C2C=CC=CC=2)=O)=CC=1.[Pd].[Pd].C1(C)C=CC=CC=1>[C:1]([O:5][C:6]([N:8]1[CH2:14][CH2:13][CH2:12][N:11]([C:16]2[CH:21]=[CH:20][CH:19]=[CH:18][C:17]=2[O:22][CH3:23])[CH2:10][CH2:9]1)=[O:7])([CH3:4])([CH3:2])[CH3:3] |f:2.3,4.5.6.7.8|. Procedure: To 1.6 g (7.99 mmol) [1,4]diazepane-1-carboxylic acid tert-butyl ester was added 1.09 mL (1.64 g, 8.79 mmol) of 2-bromoanisole, 37 mg (0.04 mmol) of Pd2dba3, 75 mg (0.12 mmol) of (±)-BINAP, 1.08 g (11.19 mmol) of NaOt-Bu, 20 mL of toluene and resulting slurry was heated to 80° C. for 20 h. After cooling to 23° C., the reaction mixture was filtered through Celite and evaporated to leave a dark brown oil. Flash chromatography on silica gel, eluting with CH2Cl2/EtOAc (1/0 to 40/1 to 20/1) gave 2.17... The reactants are BrC=1C=C(C=CC1)CC(CC(C)=O)=O (1-(3-bromophenyl)-2,4-pentanedione), COC(N(C)C)OC (N,N-dimethylformamide dimethyl acetal). The product is C(C)(=O)C1=CN(C=C(C1=O)C1=CC(=CC=C1)Br)C (3-Acetyl-5-(3-bromophenyl)-1-methyl-4(1H)-pyridinone). Reaction SMILES: [Br:1][C:2]1[CH:3]=[C:4]([CH2:8][C:9](=[O:14])[CH2:10][C:11](=[O:13])[CH3:12])[CH:5]=[CH:6][CH:7]=1.CO[CH:17](OC)[N:18]([CH3:20])[CH3:19]>>[C:11]([C:10]1[C:9](=[O:14])[C:8]([C:4]2[CH:5]=[CH:6][CH:7]=[C:2]([Br:1])[CH:3]=2)=[CH:19][N:18]([CH3:20])[CH:17]=1)(=[O:13])[CH3:12]. Reported procedure: To 1.5 g. of 1-(3-bromophenyl)-2,4-pentanedione was added 25 ml. of N,N-dimethylformamide dimethyl acetal. The mixture was stirred at reflux temperature for 18 hours, cooled and evaporated to a thick oil under vacuum. The oil was dissolved in 500 ml. of tetrahydrofuran, and 10 ml. of 40% aqueous methylamine was added. The mixture was stirred at ambient temperature for 4 hours, and was then evaporated under vacuum. The residue was dissolved in 800 ml. of dichloromethane, and washed with 500 ml. o...